This data is from the Open Reaction Database (ORD), a public repository of structured organic reaction records. The task is: describe an organic reaction: reactants, conditions, products, and yield Starting materials: C(C)(C)(C)OC(=O)N1CCN(CC1)C=1C=CC(=C(C1)NC1=NC=2C3=C(CCC2C=N1)C(=NN3C)C(=O)N)OC(F)(F)F (8-[5-(4-t-butoxycarbonyl-piperazin-1-yl)-2-trifluoromethoxy-phenylamino]-1-methyl-4,5-dihydro-1H-pyrazolo[4,3-h]quinazoline-3-carboxamide). Run in O1CCOCC1 (dioxane), Cl (HCl), O1CCOCC1 (dioxane). Run at time 3 hour. Yields the product N1(CCNCC1)C=1C=CC(=C(C1)NC1=NC=2C3=C(CCC2C=N1)C(=NN3C)C(=O)N)OC(F)(F)F (8-(5-piperazin-1-yl-2-trifluoromethoxy-phenylamino)-1-methyl-4,5-dihydro-1H-pyrazolo[4,3-h]quinazoline-3-carboxamide), hydrochloride salt. RXN SMILES: C(OC([N:8]1[CH2:13][CH2:12][N:11]([C:14]2[CH:15]=[CH:16][C:17]([O:38][C:39]([F:42])([F:41])[F:40])=[C:18]([NH:20][C:21]3[N:30]=[CH:29][C:28]4[CH2:27][CH2:26][C:25]5[C:31]([C:35]([NH2:37])=[O:36])=[N:32][N:33]([CH3:34])[C:24]=5[C:23]=4[N:22]=3)[CH:19]=2)[CH2:10][CH2:9]1)=O)(C)(C)C>O1CCOCC1.Cl>[N:11]1([C:14]2[CH:15]=[CH:16][C:17]([O:38][C:39]([F:40])([F:41])[F:42])=[C:18]([NH:20][C:21]3[N:30]=[CH:29][C:28]4[CH2:27][CH2:26][C:25]5[C:31]([C:35]([NH2:37])=[O:36])=[N:32][N:33]([CH3:34])[C:24]=5[C:23]=4[N:22]=3)[CH:19]=2)[CH2:10][CH2:9][NH:8][CH2:13][CH2:12]1. Procedure details: To a solution of 8-[5-(4-t-butoxycarbonyl-piperazin-1-yl)-2-trifluoromethoxy-phenylamino]-1-methyl-4,5-dihydro-1H-pyrazolo[4,3-h]quinazoline-3-carboxamide (94 mg, 0.16 mmol) in dioxane (3 ml), 4M HCl in dioxane (0.89 ml, 3.42 mmol) was added. The mixture was stirred at room temperature for 3 h. The solvent was removed under reduced pressure and the crude was diluted with Et2O and decanted, to give the final compound as a hydrochloride salt in quantitative yield. The reactants are IC1=C(C=CC=C1)OC (1-iodo-2-methoxybenzene), C(#C)C1=C(C=CC=C1)NC(C)=O (N-(2-ethynylphenyl)acetamide). Yields the product COC1=C(C=CC=C1)C=1N(C2=CC=CC=C2C1)C(C)=O (1-(2-(2-methoxyphenyl)-1H-indol-1-yl)ethanone). Yield: 83.0%. Reaction SMILES: I[C:2]1[CH:7]=[CH:6][CH:5]=[CH:4][C:3]=1[O:8][CH3:9].[C:10]([C:12]1[CH:17]=[CH:16][CH:15]=[CH:14][C:13]=1[NH:18][C:19](=[O:21])[CH3:20])#[CH:11]>>[CH3:9][O:8][C:3]1[CH:4]=[CH:5][CH:6]=[CH:7][C:2]=1[C:11]1[N:18]([C:19](=[O:21])[CH3:20])[C:13]2[C:12]([CH:10]=1)=[CH:17][CH:16]=[CH:15][CH:14]=2. Procedure: The general procedure was used to convert 1-iodo-2-methoxybenzene and N-(2-ethynylphenyl)acetamide to the title product. Purification by flash chromatography gave the analytically pure product as a slightly yellow solid, 83% yield. 1H NMR (300 MHz, CDCl3) δ 8.40-8.36 (m, 1H), 7.57-7.53 (m, 1H), 7.45-7.41 (m, 2H), 7.36-7.22 (m, 2H), 7.09-7.04 (m, 1H) 6.95-6.92 (m, 1H), 6.54 (s, 1H), 3.76 (s, 3H), 2.10 (s, 3H). 13C NMR (75 MHz, CDCl3) δ 171.26, 156.93, 137.29, 136.39, 130.66, 130.55, 129.06, 124.7... Reactants: FC(C(=O)O)(F)F.C(C)OC(=O)N1CCN(CC1)C([C@H](CN)NC(=O)C1=NN(C(=C1)OCC(=O)N1[C@@H](CCC1)C(NC1CCC1)=O)C1=CC=CC=C1)=O (4-[(S)-3-amino-2-({5-[2-((S)-2-cyclobutylcarbamoyl-pyrrolidin-1-yl)-2-oxo-ethoxy]-1-phenyl-1H-pyrazole-3-carbonyl}-amino)-propionyl]-piperazine-1-carboxylic acid ethyl ester trifluoroacetate), N1=CC=CC=C1 (pyridine), CC(=O)OC(=O)C (Ac2O). Reagents/catalysts: CN(C)C=1C=CN=CC1 (DMAP). Solvent: ClCCl (dichloromethane), ClCCl (dichloromethane). Conditions: time 1 hour. Product: C(C)OC(=O)N1CCN(CC1)C([C@H](CNC(C)=O)NC(=O)C1=NN(C(=C1)OCC(=O)N1[C@@H](CCC1)C(NC1CCC1)=O)C1=CC=CC=C1)=O (4-[(S)-3-Acetylamino-2-({5-[2-((S)-2-cyclobutylcarbamoyl-pyrrolidin-1-yl)-2-oxo-ethoxy]-1-phenyl-1H-pyrazole-3-carbonyl}-amino)-propionyl]-piperazine-1-carboxylic acid ethyl ester). Reaction SMILES: F[C:2](F)(F)[C:3](O)=[O:4].[CH2:8]([O:10][C:11]([N:13]1[CH2:18][CH2:17][N:16]([C:19](=[O:53])[C@@H:20]([NH:23][C:24]([C:26]2[CH:30]=[C:29]([O:31][CH2:32][C:33]([N:35]3[CH2:39][CH2:38][CH2:37][C@H:36]3[C:40](=[O:46])[NH:41][CH:42]3[CH2:45][CH2:44][CH2:43]3)=[O:34])[N:28]([C:47]3[CH:52]=[CH:51][CH:50]=[CH:49][CH:48]=3)[N:27]=2)=[O:25])[CH2:21][NH2:22])[CH2:15][CH2:14]1)=[O:12])[CH3:9].N1C=CC=CC=1.CC(OC(C)=O)=O>ClCCl.CN(C1C=CN=CC=1)C>[CH2:8]([O:10][C:11]([N:13]1[CH2:18][CH2:17][N:16]([C:19](=[O:53])[C@@H:20]([NH:23][C:24]([C:26]2[CH:30]=[C:29]([O:31][CH2:32][C:33]([N:35]3[CH2:39][CH2:38][CH2:37][C@H:36]3[C:40](=[O:46])[NH:41][CH:42]3[CH2:45][CH2:44][CH2:43]3)=[O:34])[N:28]([C:47]3[CH:52]=[CH:51][CH:50]=[CH:49][CH:48]=3)[N:27]=2)=[O:25])[CH2:21][NH:22][C:3](=[O:4])[CH3:2])[CH2:15][CH2:14]1)=[O:12])[CH3:9] |f:0.1|. Procedure details: To a solution of 100 mg 4-[(S)-3-amino-2-({5-[2-((S)-2-cyclobutylcarbamoyl-pyrrolidin-1-yl)-2-oxo-ethoxy]-1-phenyl-1H-pyrazole-3-carbonyl}-amino)-propionyl]-piperazine-1-carboxylic acid ethyl ester trifluoroacetate in 2 ml dichloromethane were added 32 μl pyridine, 1.6 mg DMAP and 16 μl Ac2O at 0° C. After 1 h stirring at this temperature the reaction mixture was diluted with dichloromethane and washed with 0.1 M HCl and half-saturated aqueous NaHCO3. The crude product obtained after evaporation... The reactants are CC1(CC=C(C=2C=CC(=CC12)C#CC1=CC=C(C(=O)O)C=C1)C1=CC=CC=C1)C (4-[(7,8-dihydro-8,8-dimethyl-5-phenylnaphth-2-yl)ethynyl]benzoic acid), CC1(CC=C(C=2C=CC(=CC12)C#CC1=CC=C(C(=O)O)C=C1)C1=CC=CC=C1)C (4-[(7,8-dihydro-8,8-dimethyl-5-phenylnaphth-2-yl)ethynyl]benzoic acid), CC1(CC=C(C=2C=CC(=CC12)C#CC1=CC=C(C(=O)OCC)C=C1)C#CC1=CC=CC=C1)C (ethyl 4-[(7,8-dihydro-8,8-dimethyl-5-(phenylethyn-1-yl)naphth-2-yl)ethynyl]benzoate), CC1(CC=C(C=2C=CC(=CC12)C#CC1=CC=C(C(=O)OCC)C=C1)C#CC1=CC=CC=C1)C (ethyl 4-[(7,8-dihydro-8,8-dimethyl-5-(phenylethyn-1-yl)naphth-2-yl)ethynyl]benzoate). The product is CC1(CC=C(C=2C=CC(=CC12)C#CC1=CC=C(C(=O)O)C=C1)C#CC1=CC=CC=C1)C (4-[(7,8-dihydro-8,8-dimethyl-5-(phenylethyn-1-yl)naphth-2-yl)ethynyl]benzoic acid). Reaction SMILES: CC1(C)C2C=C(C#CC3C=CC(C(O)=O)=CC=3)C=CC=2C(C2C=CC=CC=2)=CC1.[CH3:30][C:31]1([CH3:62])[C:40]2[CH:39]=[C:38]([C:41]#[C:42][C:43]3[CH:53]=[CH:52][C:46]([C:47]([O:49]CC)=[O:48])=[CH:45][CH:44]=3)[CH:37]=[CH:36][C:35]=2[C:34]([C:54]#[C:55][C:56]2[CH:61]=[CH:60][CH:59]=[CH:58][CH:57]=2)=[CH:33][CH2:32]1>>[CH3:30][C:31]1([CH3:62])[C:40]2[CH:39]=[C:38]([C:41]#[C:42][C:43]3[CH:53]=[CH:52][C:46]([C:47]([OH:49])=[O:48])=[CH:45][CH:44]=3)[CH:37]=[CH:36][C:35]=2[C:34]([C:54]#[C:55][C:56]2[CH:57]=[CH:58][CH:59]=[CH:60][CH:61]=2)=[CH:33][CH2:32]1. Procedure: Employing the same general procedure as for the preparation of 4-[(7,8-dihydro-8,8-dimethyl-5-phenylnaphth-2-yl)ethynyl]benzoic acid (Compound 97), 22 mg (0.05 mmol) of ethyl 4-[(7,8-dihydro-8,8-dimethyl-5-(phenylethyn-1-yl)naphth-2-yl)ethynyl]benzoate (Compound 90) was converted to the title compound (pale yellow solid) using 11 mg (0.5 ml, 0.26 mmol) of LiOH (0.5M aqueous solution). The reactants are esters, CC#N.O (CH3CN H2O), BrCC1=NOC(=C1)C=1SC(=CC1)Cl (3-bromomethyl-5-(5-chloro-thiophen-2-yl)-isoxazole), COC(=O)C=1SC=C2C1N=C(N2)C(NC2CCN(CC2)C2CC2)=O (2-(1-cyclopropyl-piperidin-4-ylcarbamoyl)-3H-thieno[3,4-d]imidazole-6-carboxylic acid methyl ester). The solvent is C(=O)O (formic acid). The product is ClC1=CC=C(S1)C1=CC(=NO1)CN1C(=NC=2C1=CSC2C(=O)O)C(NC2CCN(CC2)C2CC2)=O (3-[5-(5-Chloro-thiophen-2-yl)-isoxazol-3-ylmethyl]-2-(1-cyclopropyl-piperidin-4-ylcarbamoyl)-3H-thieno[3,4-d]imidazole-6-carboxylic acid), ClC1=CC=C(S1)C1=CC(=NO1)CN1C(=NC=2C1=C(SC2)C(=O)O)C(NC2CCN(CC2)C2CC2)=O (3-[5-(5-Chloro-thiophen-2-yl)-isoxazol-3-ylmethyl]-2-(1-cyclopropyl-piperidin-4-ylcarbamoyl)-3H-thieno[3,4-d]imidazole-4-carboxylic acid), title compounds. RXN SMILES: C[O:2][C:3]([C:5]1[S:6][CH:7]=[C:8]2[NH:12][C:11]([C:13](=[O:24])[NH:14][CH:15]3[CH2:20][CH2:19][N:18]([CH:21]4[CH2:23][CH2:22]4)[CH2:17][CH2:16]3)=[N:10][C:9]=12)=[O:4].Br[CH2:26][C:27]1[CH:31]=[C:30]([C:32]2[S:33][C:34]([Cl:37])=[CH:35][CH:36]=2)[O:29][N:28]=1.CC#N.O>C(O)=O>[Cl:37][C:34]1[S:33][C:32]([C:30]2[O:29][N:28]=[C:27]([CH2:26][N:12]3[C:8]4=[CH:7][S:6][C:5]([C:3]([OH:2])=[O:4])=[C:9]4[N:10]=[C:11]3[C:13](=[O:24])[NH:14][CH:15]3[CH2:16][CH2:17][N:18]([CH:21]4[CH2:23][CH2:22]4)[CH2:19][CH2:20]3)[CH:31]=2)=[CH:36][CH:35]=1.[Cl:37][C:34]1[S:33][C:32]([C:30]2[O:29][N:28]=[C:27]([CH2:26][N:10]3[C:9]4=[C:5]([C:3]([OH:2])=[O:4])[S:6][CH:7]=[C:8]4[N:12]=[C:11]3[C:13](=[O:24])[NH:14][CH:15]3[CH2:16][CH2:17][N:18]([CH:21]4[CH2:23][CH2:22]4)[CH2:19][CH2:20]3)[CH:31]=2)=[CH:36][CH:35]=1 |f:2.3|. Procedure: 3-[5-(5-Chloro-thiophen-2-yl)-isoxazol-3-ylmethyl]-2-(1-cyclopropyl-piperidin-4-ylcarbamoyl)-3H-thieno[3,4-d]imidazole-6-carboxylic acid and 3-[5-(5-Chloro-thiophen-2-yl)-isoxazol-3-ylmethyl]-2-(1-cyclopropyl-piperidin-4-ylcarbamoyl)-3H-thieno[3,4-d]imidazole-4-carboxylic acid were prepared by a procedure according to example 81 starting from 236.0 mg (0.68 mmol) 2-(1-cyclopropyl-piperidin-4-ylcarbamoyl)-3H-thieno[3,4-d]imidazole-6-carboxylic acid methyl ester and 188.7 mg (0.68 mmol) 3-bromomet... Starting materials: Cl.C1(CCCC1)NO (N-cyclopentylhydroxylamine hydrochloride), 33.6, C(O)([O-])=O.[Na+] (sodium hydrogen carbonate), O (water), CC=1OC(=CC1C(=O)Cl)C (2,5-dimethylfuran-3-carboxylic chloride). The solvent is petroleum ether, ClCCl (dichloromethane). Yields the product 14.3, C1(CCCC1)N(O)C(=O)C1=C(OC(=C1)C)C (N-cyclopentyl-2,5-dimethylfuran-3-hydroxamic acid). Reaction SMILES: Cl.[CH:2]1([NH:7][OH:8])[CH2:6][CH2:5][CH2:4][CH2:3]1.C(=O)([O-])O.[Na+].O.[CH3:15][C:16]1[O:17][C:18]([CH3:24])=[CH:19][C:20]=1[C:21](Cl)=[O:22]>ClCCl>[CH:2]1([N:7]([C:21]([C:20]2[CH:19]=[C:18]([CH3:24])[O:17][C:16]=2[CH3:15])=[O:22])[OH:8])[CH2:6][CH2:5][CH2:4][CH2:3]1 |f:0.1,2.3|. Reported procedure: 27.5 Parts of N-cyclopentylhydroxylamine hydrochloride is dissolved in 200 parts of dichloromethane; a solution of 33.6 parts of sodium hydrogen carbonate in 300 parts of water is then added. At room temperature and while stirring thoroughly, 31.8 parts of 2,5-dimethylfuran-3-carboxylic chloride is dripped into this mixture. After stirring the mixture for 1 hour the organic phase is separated, dried over anhydrous sodium sulfate and evaporated. The oil which remains soon solidifies and the cryst... Reactants: Nc1ncc(Br)nc1Br, O=S(=O)(Cl)c1cccc(Cl)c1Cl. The product is O=S(=O)(Nc1ncc(Br)nc1Br)c1cccc(Cl)c1Cl. As a reaction SMILES: [Br:1][c:2]1[c:3]([NH2:9])[n:4][cH:5][c:6]([Br:8])[n:7]1.[Cl:10][c:11]1[c:12]([S:18](=[O:19])(=[O:20])[Cl:21])[cH:13][cH:14][cH:15][c:16]1[Cl:17]>>[Br:1][c:2]1[c:3]([NH:9][S:18]([c:12]2[c:11]([Cl:10])[c:16]([Cl:17])[cH:15][cH:14][cH:13]2)(=[O:19])=[O:20])[n:4][cH:5][c:6]([Br:8])[n:7]1.